Task: describe an organic reaction: reactants, conditions, products, and yield. Dataset: the Open Reaction Database (ORD), a public repository of structured organic reaction records The reactants are O[C@@H]1C[C@H](NC1)C(=O)O (4(R)-hydroxyproline), CO (methanol), Cl (hydrochloric acid). Reaction conditions: time 16 hour. The product is COC([C@H]1NC[C@@H](C1)O)=O (4(R)-Hydroxyproline methyl ester). Reaction SMILES: [OH:1][C@H:2]1[CH2:6][NH:5][C@H:4]([C:7]([OH:9])=[O:8])[CH2:3]1.Cl.[CH3:11]O>>[CH3:11][O:8][C:7](=[O:9])[C@@H:4]1[CH2:3][C@@H:2]([OH:1])[CH2:6][NH:5]1. Procedure details: A suspension of 4(R)-hydroxyproline (35.12 g, 267.8 mmol) in methanol (500 ml) was saturated with gasseous hydrochloric acid. The resulting solution was allowed to stand for 16 hrs and the solvent evaporated in vacuo to afford the title compound as a white solid. Reactants: S(=O)(=O)(C1=CC=C(C)C=C1)OC1CCN(CC1)C(=O)OC(C)(C)C (tert-butyl 4-(tosyloxy)piperidine-1-carboxylate), C1CCC2=NCCCN2CC1 (DBU), C(Cl)Cl (CH2Cl2). The solvent is CN(C)C=O (DMF). Reaction conditions: temperature 150 celsius. Product: N1(CC=CCC1)C(=O)OC(C)(C)C (tert-butyl 5,6-dihydropyridine-1(2H)-carboxylate). The yield is 85.0%. Reaction SMILES: S(O[CH:12]1[CH2:17][CH2:16][N:15]([C:18]([O:20][C:21]([CH3:24])([CH3:23])[CH3:22])=[O:19])[CH2:14][CH2:13]1)(C1C=CC(C)=CC=1)(=O)=O.C1CCN2C(=NCCC2)CC1.C(Cl)Cl>CN(C=O)C>[N:15]1([C:18]([O:20][C:21]([CH3:24])([CH3:23])[CH3:22])=[O:19])[CH2:16][CH2:17][CH:12]=[CH:13][CH2:14]1. Procedure: A mixture of tert-butyl 4-(tosyloxy)piperidine-1-carboxylate (5.50 g, 15.40 mmol, 1 eq) and DBU (5.70 g, 31.00 mmol, 2 eq) in DMF (100 mL) was heated at 150° C. overnight and cooled to room temperature. To this, 100 mL of CH2Cl2 was added, and the mixture was washed with brine (20 mL×3) and water (30 mL×2). The organic phase was dried over anhydrous Na2SO4 and concentrated in vacuo. The residue was purified by a silica gel column chromatography (10:1 (v/v) PE/EtOAc) to give the title compound as... Reactants: CCO, O=C(OC1CCN(Cc2ccccc2)CC1)c1cccc([N+](=O)[O-])c1. Yields the product Nc1cccc(C(=O)OC2CCN(Cc3ccccc3)CC2)c1. RXN SMILES: [CH3:26][CH2:27][OH:28].[N+:1]([O-:2])(=[O:3])[c:4]1[cH:5][c:6]([C:7](=[O:8])[O:9][CH:10]2[CH2:11][CH2:12][N:13]([CH2:16][c:17]3[cH:18][cH:19][cH:20][cH:21][cH:22]3)[CH2:14][CH2:15]2)[cH:23][cH:24][cH:25]1>>[NH2:1][c:4]1[cH:5][c:6]([C:7](=[O:8])[O:9][CH:10]2[CH2:11][CH2:12][N:13]([CH2:16][c:17]3[cH:18][cH:19][cH:20][cH:21][cH:22]3)[CH2:14][CH2:15]2)[cH:23][cH:24][cH:25]1.